Dataset: the Open Reaction Database (ORD), a public repository of structured organic reaction records. Task: describe an organic reaction: reactants, conditions, products, and yield Starting materials: CN(C=1C=C(OCC(=O)O)C=CC1)C (3-dimethylaminophenoxyacetic acid), C(C)(C)OC(C)C (diisopropyl ether), [N+](=O)(O)[O-].O([N+](=O)[O-])CCN (nitroxyethylamine nitrate). Product: O([N+](=O)[O-])CCNC(COC1=CC(=CC=C1)N(C)C)=O (N-(2-Nitroxyethyl)-3-dimethylaminophenoxyacetamide). Yield: 49.7%. Reaction SMILES: [CH3:1][N:2]([CH3:14])[C:3]1[CH:4]=[C:5]([CH:11]=[CH:12][CH:13]=1)[O:6][CH2:7][C:8]([OH:10])=O.[N+]([O-])(O)=O.[O:19]([CH2:23][CH2:24][NH2:25])[N+:20]([O-:22])=[O:21].C(OC(C)C)(C)C>>[O:19]([CH2:23][CH2:24][NH:25][C:8](=[O:10])[CH2:7][O:6][C:5]1[CH:11]=[CH:12][CH:13]=[C:3]([N:2]([CH3:1])[CH3:14])[CH:4]=1)[N+:20]([O-:22])=[O:21] |f:1.2|. Procedure details: Following a similar treatment to that in Example 2 and using 0.83 g of 3-dimethylaminophenoxyacetic acid and 0.60 g of nitroxyethylamine nitrate, 0.50 g of the title compound was obtained as pale yellow acicular prisms (solvent for recrystallization; diisopropyl ether).